This data is from the Open Reaction Database (ORD), a public repository of structured organic reaction records. The task is: describe an organic reaction: reactants, conditions, products, and yield Reactants: FC(C(C(F)(F)F)=C(F)F)(F)F (perfluoroisobutylene), C(OC)COC (monoglyme), [F-].[Cs+] (cesium fluoride), BrC(C)(C)Br (dibromopropane). Product: BrCCCC(C(F)(F)F)(C(F)(F)F)C(F)(F)F (1-bromo-3-(perfluoro-tert-butyl)propane). Reaction SMILES: [F:1][C:2]([F:12])([F:11])[C:3](=[C:8]([F:10])[F:9])[C:4]([F:7])([F:6])[F:5].[F-:13].[Cs+].Br[C:16]([Br:19])(C)C.[CH2:20]([CH2:23]OC)OC>>[Br:19][CH2:16][CH2:20][CH2:23][C:3]([C:8]([F:13])([F:9])[F:10])([C:4]([F:7])([F:6])[F:5])[C:2]([F:11])([F:12])[F:1] |f:1.2|. Reported procedure: Compound (19) is prepared by a method analogous to the one described by Shinkai et al. (1990, supra). Compound (3) is converted to the sodium salt with excess sodium hydride in a solvent such as tetrahydrofuran or dimethylformamide and then reacted 1-bromo-3-(perfluoro-tert-butyl)propane to furnish Compound (19) which is purified by crystallization or chromatography. 1-bromo-3-(perfluoro-tert-butyl)propane is prepared by reacting perfluoroisobutylene and cesium fluoride in a solvent like monogly... The reactants are BrC1=NC=CC(=C1)C=1N=NN(C1)CC1=CC=C(C=C1)OC (2-bromo-4-(1-(4-methoxybenzyl)-1H-1,2,3-triazol-4-yl)pyridine), BrC1=NC(=CC(=C1)C)N (2-bromo-4-methyl-6-aminopyridine), CC1(C2=C(C(=CC=C2)P(C3=CC=CC=C3)C4=CC=CC=C4)OC5=C(C=CC=C51)P(C6=CC=CC=C6)C7=CC=CC=C7)C (Xantphos), C(=O)([O-])[O-].[Cs+].[Cs+] (Cs2CO3). The reagents and catalysts are CC(=O)[O-].CC(=O)[O-].[Pd+2] (Pd(OAc)2). Reaction conditions: temperature 100 celsius. Yields the product BrC1=CC(=CC(=N1)NC1=NC=CC(=C1)C=1N=NN(C1)CC1=CC=C(C=C1)OC)C (6-bromo-N-(4-(1-(4-methoxybenzyl)-1H-1,2,3-triazol-4-yl)pyridin-2-yl)-4-methylpyridin-2-amine). Yield: 59.3%. Reaction SMILES: Br[C:2]1[CH:7]=[C:6]([C:8]2[N:9]=[N:10][N:11]([CH2:13][C:14]3[CH:19]=[CH:18][C:17]([O:20][CH3:21])=[CH:16][CH:15]=3)[CH:12]=2)[CH:5]=[CH:4][N:3]=1.[Br:22][C:23]1[CH:28]=[C:27]([CH3:29])[CH:26]=[C:25]([NH2:30])[N:24]=1.CC1(C)C2C(=C(P(C3C=CC=CC=3)C3C=CC=CC=3)C=CC=2)OC2C(P(C3C=CC=CC=3)C3C=CC=CC=3)=CC=CC1=2.C([O-])([O-])=O.[Cs+].[Cs+]>CC([O-])=O.CC([O-])=O.[Pd+2]>[Br:22][C:23]1[N:24]=[C:25]([NH:30][C:2]2[CH:7]=[C:6]([C:8]3[N:9]=[N:10][N:11]([CH2:13][C:14]4[CH:19]=[CH:18][C:17]([O:20][CH3:21])=[CH:16][CH:15]=4)[CH:12]=3)[CH:5]=[CH:4][N:3]=2)[CH:26]=[C:27]([CH3:29])[CH:28]=1 |f:3.4.5,6.7.8|. Procedure: To a flask was added 2-bromo-4-(1-(4-methoxybenzyl)-1H-1,2,3-triazol-4-yl)pyridine (329 mg, 0.953 mmol), 2-bromo-4-methyl-6-aminopyridine (178 mg, 0.953 mmol), Pd(OAc)2 (21.4 mg, 0.095 mmol), Xantphos (83 mg, 0.143 mmol), and Cs2CO3 (621 mg, 1.91 mmol), and the mixture was vacuum-purged with argon 3 times. Degassed 1,4-Dioxane (3.8 mL) was added and the reaction was heated to 100° C. for 30 min. after which time the reaction was cooled and diluted with EtOAc (20 mL). The reaction was filtered th... The reactants are Cl.CN1C=NC(C1)C(=O)O (1-methylimidazoline-4-carboxylic acid hydrochloride), CO (methanol). The product is CN1C=NC(C1)C(=O)OC (methyl 1-methylimidazoline-4-carboxylate). RXN SMILES: Cl.[CH3:2][N:3]1[CH2:7][CH:6]([C:8]([OH:10])=[O:9])[N:5]=[CH:4]1.[CH3:11]O>>[CH3:2][N:3]1[CH2:7][CH:6]([C:8]([O:10][CH3:11])=[O:9])[N:5]=[CH:4]1 |f:0.1|. Procedure details: 17.0 g of 38C was dissolved in 203 ml of anhydrous methanol and dry hydrogen chloride was bubbled rapidly into the mixture while it was heated to and at reflux for 2 hours. the mixture was cooled, stripped of volatiles, mixed with 300 ml of water, neutralized with solid sodium bicarbonate, made basic to pH=9 with 3N aqueous sodium carbonate solution. The aqueous phase was extracted with methylene chloride, the extract was dried (MgSO4), filtered and stripped of solvent, to give methyl 1-methylim... The reactants are ClC=1C=CC=2N(N1)C(N(N2)C)=O (6-chloro-2-methyl[1,2,4]triazolo[4,3-b]pyridazin-3(2H)-one), ice water, C(O)([O-])=O.[Na+] (sodium hydrogen carbonate), C1(=CC=CC=C1)C(OC1CCN(CC1)CCCN)C1=CC=CC=C1 (4-(diphenylmethoxy)-1-piperidinepropanamine). Solvent: CN(C=O)C (N,N-dimethylformamide). Conditions: temperature 145 celsius, time 1 hour. Product: C1(=CC=CC=C1)C(OC1CCN(CC1)CCCNC=1C=CC=2N(N1)C(N(N2)C)=O)C2=CC=CC=C2 (6-[3-[4-(Diphenylmethoxy)piperidino]propylamino]-2-methyl[1,2,4]triazolo[4,3-b]pyridazin-3(2H)-one). Yield: 26.8%. As a reaction SMILES: Cl[C:2]1[CH:3]=[CH:4][C:5]2[N:6]([C:8](=[O:12])[N:9]([CH3:11])[N:10]=2)[N:7]=1.[C:13]1([CH:19]([C:31]2[CH:36]=[CH:35][CH:34]=[CH:33][CH:32]=2)[O:20][CH:21]2[CH2:26][CH2:25][N:24]([CH2:27][CH2:28][CH2:29][NH2:30])[CH2:23][CH2:22]2)[CH:18]=[CH:17][CH:16]=[CH:15][CH:14]=1.C(=O)([O-])O.[Na+]>CN(C)C=O>[C:31]1([CH:19]([C:13]2[CH:18]=[CH:17][CH:16]=[CH:15][CH:14]=2)[O:20][CH:21]2[CH2:26][CH2:25][N:24]([CH2:27][CH2:28][CH2:29][NH:30][C:2]3[CH:3]=[CH:4][C:5]4[N:6]([C:8](=[O:12])[N:9]([CH3:11])[N:10]=4)[N:7]=3)[CH2:23][CH2:22]2)[CH:32]=[CH:33][CH:34]=[CH:35][CH:36]=1 |f:2.3|. Procedure: 0.277 g of 6-chloro-2-methyl[1,2,4]triazolo[4,3-b]pyridazin-3(2H)-one was dissolved in 2 ml of N,N-dimethylformamide; 0.487 g of 4-(diphenylmethoxy)-1-piperidinepropanamine was added, followed by stirring in an oil bath (bath temperature 140-150° C.) for 1 hour. After cooling, ice water and an aqueous solution of sodium hydrogen carbonate were added; the reaction mixture was extracted with ethyl acetate; the extract was washed with saturated saline and dried over magnesium sulfate. After concent...